From a dataset of the Open Reaction Database (ORD), a public repository of structured organic reaction records. describe an organic reaction: reactants, conditions, products, and yield Reactants: C(C1=CC=CC=C1)SC1=CC=C(C=C1)C1OCCO1 (2-(4-benzylsulfanyl-phenyl)-[1,3]dioxolane), C(O)([O-])=O.[Na+] (sodium hydrogencarbonate), O1CCCC1 (tetrahydrofuran), Cl (hydrochloric acid). Solvent: CO (methanol). Reaction conditions: time 30 minute. Product: C(C1=CC=CC=C1)SC1=CC=C(C=O)C=C1 (4-Benzylsulfanyl-benzaldehyde). Yield: 94.6%. As a reaction SMILES: [CH2:1]([S:8][C:9]1[CH:14]=[CH:13][C:12]([CH:15]2OCC[O:16]2)=[CH:11][CH:10]=1)[C:2]1[CH:7]=[CH:6][CH:5]=[CH:4][CH:3]=1.O1CCCC1.Cl.C(=O)([O-])O.[Na+]>CO>[CH2:1]([S:8][C:9]1[CH:10]=[CH:11][C:12]([CH:15]=[O:16])=[CH:13][CH:14]=1)[C:2]1[CH:3]=[CH:4][CH:5]=[CH:6][CH:7]=1 |f:3.4|. Procedure details: To a solution of 2-(4-benzylsulfanyl-phenyl)-[1,3]dioxolane (1.06 g, 3.89 mmol) described in Manufacturing Example 205-1-1 in methanol (5 mL) and tetrahydrofuran (5 mL) was added 1 N hydrochloric acid (4.16 mL), which was stirred for 30 minutes at room temperature. The mixture was cooled to 0° C. and neutralized with a saturated sodium hydrogencarbonate aqueous solution, and then extracted with ethyl acetate. The organic layer was separated, washed with water, dried over anhydrous magnesium sulf...